Dataset: the Open Reaction Database (ORD), a public repository of structured organic reaction records. Task: describe an organic reaction: reactants, conditions, products, and yield Starting materials: Cl (hydrochloric acid), C1(=CC=CC=C1)N1N=CC2=C1C1=C(N=C(S1)NC(C)=O)CC2 (N-(1-phenyl-4,5-dihydro-1H-pyrazolo[3′,4′:3,4]benzo[1,2-d]thiazol-7-yl)-acetamide), [OH-].[Na+] (sodium hydroxide). Run in O (water). The product is C1(=CC=CC=C1)N1N=CC2=C1C1=C(N=C(S1)N)CC2 (1-PHENYL-4,5-DIHYDRO-1H-PYRAZOLO[3′,4′:3,4]BENZO[1,2-d]THIAZOL-7-YLAMINE). Reaction SMILES: Cl.[C:2]1([N:8]2[C:12]3[C:13]4[S:17][C:16]([NH:18]C(=O)C)=[N:15][C:14]=4[CH2:22][CH2:23][C:11]=3[CH:10]=[N:9]2)[CH:7]=[CH:6][CH:5]=[CH:4][CH:3]=1.[OH-].[Na+]>O>[C:2]1([N:8]2[C:12]3[C:13]4[S:17][C:16]([NH2:18])=[N:15][C:14]=4[CH2:22][CH2:23][C:11]=3[CH:10]=[N:9]2)[CH:3]=[CH:4][CH:5]=[CH:6][CH:7]=1 |f:2.3|. Reported procedure: 650 ml 37% hydrochloric acid are placed in 650 ml of water and 99 g (0.27 mol) N-(1-phenyl-4,5-dihydro-1H-pyrazolo[3′,4′:3,4]benzo[1,2-d]thiazol-7-yl)-acetamide (prepared analogously to Example 1) are dissolved therein. The solution is refluxed for 2 hours with stirring. After cooling to ambient temperature the mixture is carefully made basic (pH 10-11) with sodium hydroxide solution. The precipitate formed is suction filtered and stirred out with methanol. Yield: 66 g (m.p.: 307-308° C.) Reactants: ClC=1N=C(NC1C=O)OCC (4-chloro-2-ethoxyimidazole-5-carboxaldehyde), C(C)(C)(C)OC(=O)C=1C(=CC=CC1)C1=CC(=C(C=C1)CBr)F (4′-bromomethyl-3′-fluorobiphenyl-2-carboxylic acid t-butyl ester), C([O-])([O-])=O.[K+].[K+] (potassium carbonate). The solvent is CN(C)C=O (DMF). The product is C(C)(C)(C)OC(=O)C=1C(=CC=CC1)C1=CC(=C(C=C1)CN1C(=NC(=C1C=O)Cl)OCC)F (4′-(4-Chloro-2-ethoxy-5-formyl-imidazol-1-ylmethyl)-3′-fluoro-biphenyl-2-carboxylic acid tert-butyl ester). Isolated yield 76.7%. As a reaction SMILES: [Cl:1][C:2]1[N:3]=[C:4]([O:9][CH2:10][CH3:11])[NH:5][C:6]=1[CH:7]=[O:8].[C:12]([O:16][C:17]([C:19]1[C:20]([C:25]2[CH:30]=[CH:29][C:28]([CH2:31]Br)=[C:27]([F:33])[CH:26]=2)=[CH:21][CH:22]=[CH:23][CH:24]=1)=[O:18])([CH3:15])([CH3:14])[CH3:13].C(=O)([O-])[O-].[K+].[K+]>CN(C=O)C>[C:12]([O:16][C:17]([C:19]1[C:20]([C:25]2[CH:30]=[CH:29][C:28]([CH2:31][N:5]3[C:6]([CH:7]=[O:8])=[C:2]([Cl:1])[N:3]=[C:4]3[O:9][CH2:10][CH3:11])=[C:27]([F:33])[CH:26]=2)=[CH:21][CH:22]=[CH:23][CH:24]=1)=[O:18])([CH3:15])([CH3:14])[CH3:13] |f:2.3.4|. Reported procedure: A solution of 4-chloro-2-ethoxyimidazole-5-carboxaldehyde (295.0 mg, 1.7 mmol), 4′-bromomethyl-3′-fluorobiphenyl-2-carboxylic acid t-butyl ester (617 mg, 1.7 mmol) and potassium carbonate (467 mg, 3.4 mmol) in DMF (6 mL) was stirred overnight. The mixture was filtered and concentrated in vacuo. Silica gel chromatography (hexane:EtOAc) afforded intermediate (27a) (598 mg). Reactants: C1(O)=CC(O)=CC=C1 (resorcinol), C(C)(=O)CC(=O)OCC (ethyl acetylacetate), C(C)O (ethanol). Run in S(O)(O)(=O)=O (sulphuric acid). The product is CC1=CC(OC2=CC(=CC=C12)O)=O (4-methyl-7-hydroxy-coumarin). The yield is 71.0%. Reaction SMILES: [C:1]1([CH:8]=[CH:7][CH:6]=[C:4]([OH:5])[CH:3]=1)[OH:2].[C:9]([CH2:12][C:13](OCC)=[O:14])(=O)[CH3:10].C(O)C>S(=O)(=O)(O)O>[CH3:10][C:9]1[C:8]2[C:1](=[CH:3][C:4]([OH:5])=[CH:6][CH:7]=2)[O:2][C:13](=[O:14])[CH:12]=1. Procedure details: 0.1 mole resorcinol and 0.1 mole ethyl acetylacetate in solution in 100 ml concentrated sulphuric acid are maintained at 5° C. for 3 hours. After recyrstallisation of the solid formed from ethanol, there are obtained 12.5 grams 4-methyl-7-hydroxy-coumarin, melting at 185° C. The product is COC(=O)c1cc(-c2ccc(C)cn2)c2cnn(C(C)C)c2c1. Reaction SMILES: [Br-:18].[CH2:27]1[O:28][CH2:29][CH2:30][CH2:31]1.[CH3:19][c:20]1[cH:21][cH:22][c:23]([Zn+:26])[n:24][cH:25]1.[CH3:1][O:2][C:3](=[O:4])[c:5]1[cH:6][c:7]([I:17])[c:8]2[cH:9][n:10][n:11]([CH:14]([CH3:15])[CH3:16])[c:12]2[cH:13]1.[cH:32]1[cH:33][cH:34][c:35]([P:36]([Pd:37]([P:38]([c:39]2[cH:40][cH:41][cH:42][cH:43][cH:44]2)([c:45]2[cH:46][cH:47][cH:48][cH:49][cH:50]2)[c:51]2[cH:52][cH:53][cH:54][cH:55][cH:56]2)([P:57]([c:58]2[cH:59][cH:60][cH:61][cH:62][cH:63]2)([c:64]2[cH:65][cH:66][cH:67][cH:68][cH:69]2)[c:70]2[cH:71][cH:72][cH:73][cH:74][cH:75]2)[P:76]([c:77]2[cH:78][cH:79][cH:80][cH:81][cH:82]2)([c:83]2[cH:84][cH:85][cH:86][cH:87][cH:88]2)[c:89]2[cH:90][cH:91][cH:92][cH:93][cH:94]2)([c:95]2[cH:96][cH:97][cH:98][cH:99][cH:100]2)[c:101]2[cH:102][cH:103][cH:104][cH:105][cH:106]2)[cH:107][cH:108]1>>[CH3:1][O:2][C:3](=[O:4])[c:5]1[cH:6][c:7](-[c:23]2[cH:22][cH:21][c:20]([CH3:19])[cH:25][n:24]2)[c:8]2[cH:9][n:10][n:11]([CH:14]([CH3:15])[CH3:16])[c:12]2[cH:13]1. Reactants: [Br-], C1CCOC1, Cc1ccc([Zn+])nc1, COC(=O)c1cc(I)c2cnn(C(C)C)c2c1, c1ccc(P(c2ccccc2)(c2ccccc2)[Pd](P(c2ccccc2)(c2ccccc2)c2ccccc2)(P(c2ccccc2)(c2ccccc2)c2ccccc2)P(c2ccccc2)(c2ccccc2)c2ccccc2)cc1. The reactants are C[Mg+].[Br-] (MeMgBr), Cl (HCl), CN(P(N(C)C)N(C)C)C (hexamethylphosphorous triamide), Cl (HCl), C=O (paraformaldehyde), Cl (HCl), Cl.OC=1C=CC=C2C[C@@H]3N(CCC4=CC=CC(C12)=C43)C ((S)-11-Hydroxyaporphine Hydrochloride), C(=O)(O)[O-].[Na+] (NaHCO3). The solvent is C1=CC=CC=C1 (benzene), C1=CC=CC=C1 (benzene), C1=CC=CC=C1 (benzene), C1=CC=CC=C1 (benzene). Reaction conditions: time 30 minute. Product: Cl.C(=O)C1=CC=C2C[C@@H]3N(CCC4=CC=CC(C2=C1O)=C43)C ((S)-10-Formyl-11-hydroxyaporphine Hydrochloride). Isolated yield 46.0%. As a reaction SMILES: [ClH:1].[OH:2][C:3]1[CH:4]=[CH:5][CH:6]=[C:7]2[C:18]=1[C:17]1=[C:19]3[C@@H:9]([N:10]([CH3:20])[CH2:11][CH2:12][C:13]3=[CH:14][CH:15]=[CH:16]1)[CH2:8]2.C[Mg+].[Br-].CN(C)P(N(C)C)N(C)C.C=O.Cl.[C:37]([O-])(O)=[O:38].[Na+]>C1C=CC=CC=1>[ClH:1].[CH:37]([C:4]1[C:3]([OH:2])=[C:18]2[C:7]([CH2:8][C@H:9]3[C:19]4[C:13](=[CH:14][CH:15]=[CH:16][C:17]2=4)[CH2:12][CH2:11][N:10]3[CH3:20])=[CH:6][CH:5]=1)=[O:38] |f:0.1,2.3,7.8,10.11|. Reported procedure: This reaction was performed in a dry box under N2 (10% relative humidity). A suspension of 0.228 g (0.908 mmol) of 9 in 10 mL of benzene was added in 0.5 mL portions over 20 min to a solution of 0.45 mL (1.36 mmol) of MeMgBr (3.0M in Et2O) in 10 mL of benzene. The mixture was stirred at room temperature for 30 min. A solution of 0.243 g (1.36 mmol) of hexamethylphosphorous triamide in 1 mL of benzene was added. The mixture was stirred for 15 min, then a suspension of 0.273 g (9.08 mmol) of paraf... The reactants are [Na] (sodium), solution, 27.13, C(OCC)(=O)Cl (ethyl carbonochloridate), O1CCCC1 (tetrahydrofuran), CC1CN(CCN1)CC1=CC=CC=C1 (3-methyl-1-(phenylmethyl)piperazine), O1CCCC1 (tetrahydrofuran). The solvent is O (water). Reaction conditions: time 4 hour. The product is 55, CC1N(CCN(C1)CC1=CC=CC=C1)C(=O)OCC (ethyl 2-methyl-4-(phenylmethyl)-1-piperazinecarboxylate). The yield is 87.8%. Reaction SMILES: [Na].[CH3:2][CH:3]1[NH:8][CH2:7][CH2:6][N:5]([CH2:9][C:10]2[CH:15]=[CH:14][CH:13]=[CH:12][CH:11]=2)[CH2:4]1.O1CCCC1.[C:21](Cl)(=[O:25])[O:22][CH2:23][CH3:24]>O>[CH3:2][CH:3]1[CH2:4][N:5]([CH2:9][C:10]2[CH:15]=[CH:14][CH:13]=[CH:12][CH:11]=2)[CH2:6][CH2:7][N:8]1[C:21]([O:22][CH2:23][CH3:24])=[O:25] |^1:0|. Procedure: 580 parts of a sodium bydroxide solution 1N in water were cooled in an ice bath and then there were added 44 parts of 3-methyl-1-(phenylmethyl)piperazine and 82.8 parts of tetrahydrofuran. A solution of 27.13 parts of ethyl carbonochloridate in 103.5 parts of tetrahydrofuran was added dropwise at a temperature at about 5° C. Upon completion, stirring was continued for 4 hours in an ice bath. The product was extracted with dichloromethane. The extract was washed with water, dried, filtered and ev...